Dataset: the Open Reaction Database (ORD), a public repository of structured organic reaction records. Task: describe an organic reaction: reactants, conditions, products, and yield The reactants are C(C1=CC=CC=C1)OC1=C(C=C(C=C1)I)CBr (1-Benzyloxy-2-bromomethyl-4-iodobenzene), C(C)(C)(C)OC(=O)NC(C(=O)OCC)C(=O)OCC (diethyl 2-[N-(tert-butoxycarbonyl)amino]malonate), [O-]CC.[Na+] (sodium ethoxide). Solvent: C(C)O (ethanol). Run at time 3 hour. Yields the product C(C1=CC=CC=C1)OC1=C(CC(C(=O)OCC)(C(=O)OCC)NC(=O)OC(C)(C)C)C=C(C=C1)I (Diethyl 2-(2-benzyloxy-5-iodobenzyl)-2-tert-butoxycarbonylaminomalonate). As a reaction SMILES: [CH2:1]([O:8][C:9]1[CH:14]=[CH:13][C:12]([I:15])=[CH:11][C:10]=1[CH2:16]Br)[C:2]1[CH:7]=[CH:6][CH:5]=[CH:4][CH:3]=1.[C:18]([O:22][C:23]([NH:25][CH:26]([C:32]([O:34][CH2:35][CH3:36])=[O:33])[C:27]([O:29][CH2:30][CH3:31])=[O:28])=[O:24])([CH3:21])([CH3:20])[CH3:19].[O-]CC.[Na+]>C(O)C>[CH2:1]([O:8][C:9]1[CH:14]=[CH:13][C:12]([I:15])=[CH:11][C:10]=1[CH2:16][C:26]([NH:25][C:23]([O:22][C:18]([CH3:20])([CH3:19])[CH3:21])=[O:24])([C:27]([O:29][CH2:30][CH3:31])=[O:28])[C:32]([O:34][CH2:35][CH3:36])=[O:33])[C:2]1[CH:7]=[CH:6][CH:5]=[CH:4][CH:3]=1 |f:2.3|. Procedure: 41 g (101.7 mmol) of 1-benzyloxy-2-bromomethyl-4-iodobenzene (Example 4A) are added to a solution of 28 g (101.7 mmol) of diethyl 2-[N-(tert-butoxycarbonyl)amino]malonate and 7.9 ml (101.7 mmol) of sodium ethoxide in 300 ml of ethanol. After stirring at RT for 3 h, the precipitated product is collected by suction filtration. After drying in vacuo, 55 g (90% of theory) of product are isolated.